From a dataset of the Open Reaction Database (ORD), a public repository of structured organic reaction records. describe an organic reaction: reactants, conditions, products, and yield Starting materials: CC(C)O, ClCC1CO1, [Na+], [OH-], O, O=c1cc(-c2ccccc2)oc2c(O)cccc12. Yields the product O=c1cc(-c2ccccc2)oc2c(OCC3CO3)cccc12. As a reaction SMILES: [CH:27]([OH:28])([CH3:29])[CH3:30].[Cl:20][CH2:21][CH:22]1[CH2:23][O:24]1.[Na+:26].[OH-:25].[OH2:19].[OH:1][c:2]1[cH:3][cH:4][cH:5][c:6]2[c:7](=[O:18])[cH:8][c:9](-[c:12]3[cH:13][cH:14][cH:15][cH:16][cH:17]3)[o:10][c:11]12>>[O:1]([c:2]1[cH:3][cH:4][cH:5][c:6]2[c:7](=[O:18])[cH:8][c:9](-[c:12]3[cH:13][cH:14][cH:15][cH:16][cH:17]3)[o:10][c:11]12)[CH2:21][CH:22]1[CH2:23][O:24]1. Isolated yield 60.3%. Run in CCO (EtOH). Run at time 15 hour. Procedure: To a stirred mixture of 6-bromo-3-nitro-2-pyridinamine (2.5 g, 11.47 mmol) in a mixture of glacial HOAc (10 mL), MeOH (10 mL) and EtOH (10 mL) at 0° C. was added portionwise zinc dust (3.73 g, 57.35 mmol). The mixture was stirred at rt for 15 h. The mixture was filtered through Celite, and the filtrate was concentrated under reduced pressure. The residue was partitioned between saturated aq NaHCO3 and EtOAc. The organic layer was separated and the aqueous layer was extracted with additional EtOA... The reagents and catalysts are [Zn] (zinc). The product is BrC1=CC=C(C(=N1)N)N (6-bromopyridine-2,3-diamine). Starting materials: CC(=O)O (HOAc), CO (MeOH), BrC1=CC=C(C(=N1)N)[N+](=O)[O-] (6-bromo-3-nitro-2-pyridinamine). RXN SMILES: [Br:1][C:2]1[N:7]=[C:6]([NH2:8])[C:5]([N+:9]([O-])=O)=[CH:4][CH:3]=1.CC(O)=O.CO>[Zn].CCO>[Br:1][C:2]1[N:7]=[C:6]([NH2:8])[C:5]([NH2:9])=[CH:4][CH:3]=1. The reactants are O=S(Cl)Cl (SOCl2), C1=CC=C(C=C1)[C@H](C(=O)O)N (D-phenylglycine), CCO (EtOH). Conditions: time 71 hour. The product is N[C@H](C1=CC=CC=C1)C(=O)OCC.Cl (D-Phg-OEt hydrochloride). RXN SMILES: O=S(Cl)[Cl:3].[CH:5]1[CH:10]=[CH:9][C:8]([C@@H:11]([NH2:15])[C:12]([OH:14])=[O:13])=[CH:7][CH:6]=1.[CH3:16][CH2:17]O>>[NH2:15][C@@H:11]([C:12]([O:14][CH2:16][CH3:17])=[O:13])[C:8]1[CH:7]=[CH:6][CH:5]=[CH:10][CH:9]=1.[ClH:3] |f:3.4|. Reported procedure: SOCl2 (4.3 ml) was added to an EtOH suspension (150 ml) of D-phenylglycine (8.00 g) at −50° C. The cooling of the reaction was stopped and then stirred for 71 hours at room temperature. After concentrating the reaction mixture under reduced pressure, Et2O was added to the crude crystals and then filtered to obtain the D-Phg-OEt hydrochloride.